Dataset: the Open Reaction Database (ORD), a public repository of structured organic reaction records. Task: describe an organic reaction: reactants, conditions, products, and yield Starting materials: CCO, CCOC(=O)Cn1nc(-c2ccccc2O)nc1-c1ccccc1O, OCCNCCO. The product is O=C(Cn1nc(-c2ccccc2O)nc1-c1ccccc1O)N(CCO)CCO. As a reaction SMILES: [CH3:33][CH2:34][OH:35].[OH:1][c:2]1[c:3](-[c:8]2[n:9][n:10]([CH2:20][C:21](=[O:22])[O:23][CH2:24][CH3:25])[c:11](-[c:13]3[c:14]([OH:19])[cH:15][cH:16][cH:17][cH:18]3)[n:12]2)[cH:4][cH:5][cH:6][cH:7]1.[OH:26][CH2:27][CH2:28][NH:29][CH2:30][CH2:31][OH:32]>>[OH:1][c:2]1[c:3](-[c:8]2[n:9][n:10]([CH2:20][C:21](=[O:22])[N:29]([CH2:28][CH2:27][OH:26])[CH2:30][CH2:31][OH:32])[c:11](-[c:13]3[c:14]([OH:19])[cH:15][cH:16][cH:17][cH:18]3)[n:12]2)[cH:4][cH:5][cH:6][cH:7]1.